This data is from the Open Reaction Database (ORD), a public repository of structured organic reaction records. The task is: describe an organic reaction: reactants, conditions, products, and yield Starting materials: C(C)(=O)OC(C(=O)OC)NC(=O)OC(C)(C)C (methyl 2-acetoxy-2-[((1,1-dimethylethoxy)carbonyl)amino]acetate), ice, [Br-] (bromide), C(C=C)Br (allyl bromide). The reagents and catalysts are [Zn] (zinc). Solvent: CN(C)C=O (DMF). Conditions: time 1 hour. The product is COC(C(CC=C)NC(=O)OC(C)(C)C)=O (methyl2-[((1,1-dimethylethoxy)carbonyl)amino]-4-pentenoate). Yield: 100.0%. RXN SMILES: C(O[CH:5]([NH:10][C:11]([O:13][C:14]([CH3:17])([CH3:16])[CH3:15])=[O:12])[C:6]([O:8][CH3:9])=[O:7])(=O)C.[CH2:18](Br)[CH:19]=[CH2:20].[Br-]>CN(C=O)C.[Zn]>[CH3:9][O:8][C:6](=[O:7])[CH:5]([NH:10][C:11]([O:13][C:14]([CH3:15])([CH3:16])[CH3:17])=[O:12])[CH2:20][CH:19]=[CH2:18]. Procedure details: To an ice cooled suspension of the product of Example 2 (0.525 mg, 2.12 mmol) and zinc dust (278 mg, 4.25 mmol) in DMF (4 mL) under nitrogen was added slowly via syringe neat allyl bromide (514 mg, 4.25 mmol). The bromide was added at such a rate as to maintain the internal temperature between 20° and 25° C., then stirred at that temperature for an additional 1 hour. Extractive workup and silica gel chromatography as described in Example 3 afforded 486 mg (100%) of product as a colorless oil.